Dataset: the Open Reaction Database (ORD), a public repository of structured organic reaction records. Task: describe an organic reaction: reactants, conditions, products, and yield Reactants: CCO, CCOC(=O)CCCn1nnc(N(Cc2cc(C(F)(F)F)cc(C(F)(F)F)c2)Cc2cc(C(F)(F)F)ccc2-c2cc(C(C)C)ccc2OC)n1, [Na+], [OH-]. The product is COc1ccc(C(C)C)cc1-c1ccc(C(F)(F)F)cc1CN(Cc1cc(C(F)(F)F)cc(C(F)(F)F)c1)c1nnn(CCCC(=O)O)n1. Reaction SMILES: [CH3:54][CH2:55][OH:56].[F:1][C:2]([c:3]1[cH:4][c:5]([CH2:6][N:7]([c:8]2[n:9][n:10][n:11]([CH2:13][CH2:14][CH2:15][C:16](=[O:17])[O:18][CH2:19][CH3:20])[n:12]2)[CH2:21][c:22]2[c:23](-[c:32]3[c:33]([O:41][CH3:42])[cH:34][cH:35][c:36]([CH:38]([CH3:39])[CH3:40])[cH:37]3)[cH:24][cH:25][c:26]([C:28]([F:29])([F:30])[F:31])[cH:27]2)[cH:43][c:44]([C:46]([F:47])([F:48])[F:49])[cH:45]1)([F:50])[F:51].[Na+:53].[OH-:52]>>[F:1][C:2]([c:3]1[cH:4][c:5]([CH2:6][N:7]([c:8]2[n:9][n:10][n:11]([CH2:13][CH2:14][CH2:15][C:16](=[O:17])[OH:18])[n:12]2)[CH2:21][c:22]2[c:23](-[c:32]3[c:33]([O:41][CH3:42])[cH:34][cH:35][c:36]([CH:38]([CH3:39])[CH3:40])[cH:37]3)[cH:24][cH:25][c:26]([C:28]([F:29])([F:30])[F:31])[cH:27]2)[cH:43][c:44]([C:46]([F:47])([F:48])[F:49])[cH:45]1)([F:50])[F:51]. Isolated yield 57.6%. Reactants: C1(CC1)N1C=C(C(C2=C(C(=C(C(=C12)F)F)F)F)=O)C(=O)O (1-cyclopropyl-5,6,7,8-tetrafluoro-1,4-dihydro-4-oxoquinoline-3-carboxylic acid), FC(C(=O)N[C@@H]1CNC[C@@H]1CF)(F)F (cis-3-trifluoroacetylamino-4-fluoromethylpyrrolidine). Yields the product C1(CC1)N1C=C(C(C2=C(C(=C(C(=C12)F)N1C[C@H]([C@H](C1)CF)NC(C(F)(F)F)=O)F)F)=O)C(=O)O (1-cyclopropyl-5,6,8-trifluoro-7-(cis-3-trifluoroacetylamino-4-fluoromethyl-1-pyrrolidinyl)-1,4-dihydro-4-oxoquinoline-3-carboxylic acid). Procedure: A mixture of 1-cyclopropyl-5,6,7,8-tetrafluoro-1,4-dihydro-4-oxoquinoline-3-carboxylic acid (1.32 g), cis-3-trifluoroacetylamino-4-fluoromethylpyrrolidine (1.41 g), and pyridine (10 ml) was refluxed for 5 hours. The reaction mixture was concentrated to dryness under reduced pressure. Water was added to the residue, and the resulting precipitate were collected. Recrystallization from dimethylformamide gave 1-cyclopropyl-5,6,8-trifluoro-7-(cis-3-trifluoroacetylamino-4-fluoromethyl-1-pyrrolidinyl)-... RXN SMILES: [CH:1]1([N:4]2[C:13]3[C:8](=[C:9]([F:17])[C:10]([F:16])=[C:11](F)[C:12]=3[F:14])[C:7](=[O:18])[C:6]([C:19]([OH:21])=[O:20])=[CH:5]2)[CH2:3][CH2:2]1.[F:22][C:23]([F:35])([F:34])[C:24]([NH:26][C@H:27]1[C@@H:31]([CH2:32][F:33])[CH2:30][NH:29][CH2:28]1)=[O:25]>N1C=CC=CC=1>[CH:1]1([N:4]2[C:13]3[C:8](=[C:9]([F:17])[C:10]([F:16])=[C:11]([N:29]4[CH2:30][C@H:31]([CH2:32][F:33])[C@H:27]([NH:26][C:24](=[O:25])[C:23]([F:35])([F:34])[F:22])[CH2:28]4)[C:12]=3[F:14])[C:7](=[O:18])[C:6]([C:19]([OH:21])=[O:20])=[CH:5]2)[CH2:2][CH2:3]1. Run in N1=CC=CC=C1 (pyridine). Conditions: time 45 minute. Reactants: N12CCCCCC2=NCCC1 (1,8-diazabicyclo[5.4.0]undec-7-ene), C(C)N1C=C(C(C2=CC(=C(C(=C12)F)F)F)=O)C(=O)O (1-ethyl-6,7,8-trifluoro-1,4-dihydro-4-oxo-3-quinolinecarboxylic acid), Cl.Cl.CN1CC2(CC1)CNCC2 (2-methyl-2,7-diazaspiro[4.4]nonane dihydrochloride). RXN SMILES: Cl.Cl.[CH3:3][N:4]1[CH2:8][CH2:7][C:6]2([CH2:12][CH2:11][NH:10][CH2:9]2)[CH2:5]1.N12CCCN=C1CCCCC2.[CH2:24]([N:26]1[C:35]2[C:30](=[CH:31][C:32]([F:38])=[C:33](F)[C:34]=2[F:36])[C:29](=[O:39])[C:28]([C:40]([OH:42])=[O:41])=[CH:27]1)[CH3:25]>C(#N)C>[CH2:24]([N:26]1[C:35]2[C:30](=[CH:31][C:32]([F:38])=[C:33]([N:10]3[CH2:11][CH2:12][C:6]4([CH2:7][CH2:8][N:4]([CH3:3])[CH2:5]4)[CH2:9]3)[C:34]=2[F:36])[C:29](=[O:39])[C:28]([C:40]([OH:42])=[O:41])=[CH:27]1)[CH3:25] |f:0.1.2|. Product: C(C)N1C=C(C(C2=CC(=C(C(=C12)F)N1CC2(CC1)CN(CC2)C)F)=O)C(=O)O (1-Ethyl-6,8-difluoro-1,4-dihydro-7-(7-methyl-2,7-diazaspiro[4.4]non-2-yl)-4-oxo-3-quinolinecarboxylic acid). Procedure details: A suspension of 0.64 g (3.0 mmol) 2-methyl-2,7-diazaspiro[4.4]nonane dihydrochloride in 40 ml acetonitrile was treated with 1.33 g (9.0 mmol) 1,8-diazabicyclo[5.4.0]undec-7-ene and 0.81 g (3.0 mmol) 1-ethyl-6,7,8-trifluoro-1,4-dihydro-4-oxo-3-quinolinecarboxylic acid was added. The mixture was stirred 45 minutes at room temperature, refluxed 1.5 hours, and stirred at room temperature overnight. The precipitate was filtered and washed with acetonitrile and ether to afford 0.87 g of the title comp... Solvent: C(C)#N (acetonitrile). Yield: 74.1%. Reactants: N1=CC=C(C=C1)NC([C@@H](NC(=O)OC(C)(C)C)CC1=CC=C(C=C1)O)=O (N-(t-butyloxycarbonyl)-4-hydroxy-L-phenylalanine 4-pyridylamide), [H-].[Na+] (sodium hydride), ClC1=C(C=CC(=C1)Cl)[N+](=O)[O-] (2,4-dichloronitrobenzene). The solvent is CS(=O)C (dimethyl sulfoxide). Reaction conditions: time 30 minute. The product is Cl.Cl.N1=CC=C(C=C1)NC([C@@H](NC(=O)OC(C)(C)C)CC1=CC=C(C=C1)OC1=CC(=CC=C1[N+](=O)[O-])Cl)=O (N-(t-butyloxycarbonyl)-4-(3-chloro-6-nitrophenoxy)-L-phenylalanine 4-pyridylamide dihydrochloride). Yield: 151.6%. RXN SMILES: [N:1]1[CH:6]=[CH:5][C:4]([NH:7][C:8](=[O:26])[C@H:9]([CH2:18][C:19]2[CH:24]=[CH:23][C:22]([OH:25])=[CH:21][CH:20]=2)[NH:10][C:11]([O:13][C:14]([CH3:17])([CH3:16])[CH3:15])=[O:12])=[CH:3][CH:2]=1.[H-].[Na+].[Cl:29][C:30]1[CH:35]=[C:34]([Cl:36])[CH:33]=[CH:32][C:31]=1[N+:37]([O-:39])=[O:38]>CS(C)=O>[ClH:29].[ClH:29].[N:1]1[CH:6]=[CH:5][C:4]([NH:7][C:8](=[O:26])[C@H:9]([CH2:18][C:19]2[CH:24]=[CH:23][C:22]([O:25][C:32]3[C:31]([N+:37]([O-:39])=[O:38])=[CH:30][CH:35]=[C:34]([Cl:36])[CH:33]=3)=[CH:21][CH:20]=2)[NH:10][C:11]([O:13][C:14]([CH3:16])([CH3:17])[CH3:15])=[O:12])=[CH:3][CH:2]=1 |f:1.2,5.6.7|. Reported procedure: To a solution of N-(t-butyloxycarbonyl)-4-hydroxy-L-phenylalanine 4-pyridylamide (5.35 g) in dimethyl sulfoxide (100 ml) was added oily sodium hydride (0.62 g), followed by stirring at room temperature for 30 minutes. Thereafter, 2,4-dichloronitrobenzene (2.88 g) was added and stirred at room temperature for 10 hours. After a conventional post-treatment, N-(t-butyloxycarbonyl)-4-(3-chloro-6-nitrophenoxy)-L-phenylalanine 4-pyridylamide dihydrochloride (6.66 g) was obtained. The above compound (I)... Reactants: CCO, NN, COC(=O)CCCCCCCCOC1OC(CO)C(O)C(O)C1O, O. Product: NNC(=O)CCCCCCCCOC1OC(CO)C(O)C(O)C1O. As a reaction SMILES: [CH3:28][CH2:29][OH:30].[NH2:26][NH2:27].[O:1]([CH:2]1[CH:3]([OH:4])[CH:5]([OH:6])[CH:7]([OH:8])[CH:9]([CH2:11][OH:12])[O:10]1)[CH2:13][CH2:14][CH2:15][CH2:16][CH2:17][CH2:18][CH2:19][CH2:20][C:21]([O:23][CH3:22])=[O:24].[OH2:25]>>[O:1]([CH:2]1[CH:3]([OH:4])[CH:5]([OH:6])[CH:7]([OH:8])[CH:9]([CH2:11][OH:12])[O:10]1)[CH2:13][CH2:14][CH2:15][CH2:16][CH2:17][CH2:18][CH2:19][CH2:20][C:21](=[O:23])[NH:26][NH2:27]. The reactants are CC(C)(C)OC(=O)N1CCOC(CN)C1, O=C(O)c1c[nH]c2c(-c3c(OCC4CC4)ccc4c3OCO4)ncnc12. The product is CC(C)(C)OC(=O)N1CCOC(CNC(=O)c2c[nH]c3c(-c4c(OCC5CC5)ccc5c4OCO5)ncnc23)C1. RXN SMILES: [C:27]([CH3:28])([CH3:29])([CH3:30])[O:31][C:32](=[O:33])[N:34]1[CH2:35][CH:36]([CH2:40][NH2:41])[O:37][CH2:38][CH2:39]1.[CH:1]1([CH2:4][O:5][c:6]2[c:7](-[c:15]3[c:16]4[c:17]([n:18][cH:19][n:20]3)[c:21]([C:24](=[O:25])[OH:26])[cH:22][nH:23]4)[c:8]3[c:9]([cH:13][cH:14]2)[O:10][CH2:11][O:12]3)[CH2:2][CH2:3]1>>[CH:1]1([CH2:4][O:5][c:6]2[c:7](-[c:15]3[c:16]4[c:17]([n:18][cH:19][n:20]3)[c:21]([C:24](=[O:26])[NH:41][CH2:40][CH:36]3[CH2:35][N:34]([C:32]([O:31][C:27]([CH3:28])([CH3:29])[CH3:30])=[O:33])[CH2:39][CH2:38][O:37]3)[cH:22][nH:23]4)[c:8]3[c:9]([cH:13][cH:14]2)[O:10][CH2:11][O:12]3)[CH2:2][CH2:3]1. The reactants are CCS, C=CC(=O)C1CCC2C3CCC4CC(O)CCC4(C)C3C(=O)CC12C. Yields the product CCSCCC(=O)C1CCC2C3CCC4CC(O)CCC4(C)C3C(=O)CC12C. RXN SMILES: [CH2:26]([CH3:27])[SH:28].[OH:1][CH:2]1[CH2:3][CH:4]2[CH2:5][CH2:6][CH:7]3[CH:8]4[CH2:9][CH2:10][CH:11]([C:12]([CH:13]=[CH2:14])=[O:15])[C:16]4([CH3:25])[CH2:17][C:18](=[O:24])[CH:19]3[C:20]2([CH3:23])[CH2:21][CH2:22]1>>[OH:1][CH:2]1[CH2:3][CH:4]2[CH2:5][CH2:6][CH:7]3[CH:8]4[CH2:9][CH2:10][CH:11]([C:12]([CH2:13][CH2:14][S:28][CH2:26][CH3:27])=[O:15])[C:16]4([CH3:25])[CH2:17][C:18](=[O:24])[CH:19]3[C:20]2([CH3:23])[CH2:21][CH2:22]1. Reactants: NC1=C(C=NC=C1)S(=O)(=O)NC(C(F)(F)F)=O (4-amino-3-trifluoroacetylaminosulfonylpyridine). Run in P(=O)(Cl)(Cl)Cl (phosphorus oxychloride). Yields the product FC(C1=NS(C2=C(N1)C=CN=C2)(=O)=O)(F)F (3-TRIFLUOROMETHYL-4H-PYRIDO[4,3-e] [1,2,4]THIADIAZINE 1,1-DIOXIDE). RXN SMILES: [NH2:1][C:2]1[CH:7]=[CH:6][N:5]=[CH:4][C:3]=1[S:8]([NH:11][C:12](=O)[C:13]([F:16])([F:15])[F:14])(=[O:10])=[O:9]>P(Cl)(Cl)(Cl)=O>[F:14][C:13]([F:16])([F:15])[C:12]1[NH:1][C:2]2[CH:7]=[CH:6][N:5]=[CH:4][C:3]=2[S:8](=[O:10])(=[O:9])[N:11]=1. Reported procedure: A mixture of 1 g of 4-amino-3-trifluoroacetylaminosulfonylpyridine (Preparation 18) and 20 cm3 of phosphorus oxychloride is brought to reflux for 18 hours. The solvent is removed under partial vacuum and the oil obtained, triturated with 5 ml of ice-cold water, produces a precipitate. The latter is collected on a filter, washed with water and dried. It is then purified by dissolving in the minimum amount of methanol and then adding 3 volumes of diethyl ether and 3 volumes of petroleum ether (40°... The reactants are ClC1=CC=C(NC(C2=CC=C(C=C2)C=O)=O)C=C1 (4′-chloro-4-formylbenzanilide), FC1=C(C=CC(=C1)F)[C@@](CN1N=CN=C1)([C@@H](C)SC(CO)CO)O ((2R,3R)-2-(2,4-difluorophenyl)-3-[[1-(hydroxymethyl)-2-hydroxyethyl]thio]-1-(1H-1,2,4-triazol-1-yl)-2-butanol), O.C1(=CC=C(C=C1)S(=O)(=O)O)C (p-toluenesulfonic acid monohydrate). Product: ClC1=CC=C(NC(C2=CC=C(C=C2)[C@@H]2OC[C@H](CO2)S[C@@H]([C@@](CN2N=CN=C2)(O)C2=C(C=C(C=C2)F)F)C)=O)C=C1 (4′-Chloro-4-[trans-5-[[(1R,2R)-2-(2, 4-difluorophenyl)-2-hydroxy-1-methyl-3-(1H-1,2,4-triazol-1-yl)propyl]thio]-1,3-dioxan-2-yl]benzanilide). Reaction SMILES: [Cl:1][C:2]1[CH:18]=[CH:17][C:5]([NH:6][C:7](=[O:16])[C:8]2[CH:13]=[CH:12][C:11]([CH:14]=[O:15])=[CH:10][CH:9]=2)=[CH:4][CH:3]=1.[F:19][C:20]1[CH:25]=[C:24]([F:26])[CH:23]=[CH:22][C:21]=1[C@:27]([OH:42])([C@H:34]([S:36][CH:37]([CH2:40]O)[CH2:38][OH:39])[CH3:35])[CH2:28][N:29]1[CH:33]=[N:32][CH:31]=[N:30]1.O.C1(C)C=CC(S(O)(=O)=O)=CC=1>>[Cl:1][C:2]1[CH:3]=[CH:4][C:5]([NH:6][C:7](=[O:16])[C:8]2[CH:13]=[CH:12][C:11]([C@H:14]3[O:39][CH2:38][C@H:37]([S:36][C@H:34]([CH3:35])[C@:27]([C:21]4[CH:22]=[CH:23][C:24]([F:26])=[CH:25][C:20]=4[F:19])([OH:42])[CH2:28][N:29]4[CH:33]=[N:32][CH:31]=[N:30]4)[CH2:40][O:15]3)=[CH:10][CH:9]=2)=[CH:17][CH:18]=1 |f:2.3|. Procedure details: In the same manner as that described in Example 3(3) a reaction was carried out using 4′-chloro-4-formylbenzanilide (300 mg, 1.2 mmol), (2R,3R)-2-(2,4-difluorophenyl)-3-[[1-(hydroxymethyl)-2-hydroxyethyl]thio]-1-(1H-1,2,4-triazol-1-yl)-2-butanol (359 mg, 1.0 mmol) and p-toluenesulfonic acid monohydrate (342 mg, 1.8 mmol) and the reaction mixture was treated according to a similar procedure to that described in Example 3(3) to give the trans isomer of the title compound (290 mg, yield 48%) as a c... Yield: 48.2%.